Dataset: the Open Reaction Database (ORD), a public repository of structured organic reaction records. Task: describe an organic reaction: reactants, conditions, products, and yield Procedure details: 157A was prepared from 1C and benzaldehyde by procedures analogous to those described in Example 22A, followed by removal of N-Boc protecting group according to the procedures described in Example 22B. RXN SMILES: C(OC(=O)[NH:7][CH:8]1[CH2:17][C:16]2[C:11](=[CH:12][CH:13]=[C:14]([C:18]#[N:19])[CH:15]=2)[NH:10][CH2:9]1)(C)(C)C.[CH:21](=O)[C:22]1[CH:27]=[CH:26][CH:25]=[CH:24][CH:23]=1>>[NH2:7][CH:8]1[CH2:17][C:16]2[C:11](=[CH:12][CH:13]=[C:14]([C:18]#[N:19])[CH:15]=2)[N:10]([CH2:21][C:22]2[CH:27]=[CH:26][CH:25]=[CH:24][CH:23]=2)[CH2:9]1. Product: NC1CN(C2=CC=C(C=C2C1)C#N)CC1=CC=CC=C1 (3-Amino-1-benzyl-1,2,3,4-tetrahydroquinoline-6-carbonitrile). The reactants are C(C)(C)(C)OC(NC1CNC2=CC=C(C=C2C1)C#N)=O ((6-Cyano-1,2,3,4-tetrahydroquinolin-3-yl)-carbamic acid tert-butyl ester), C(C1=CC=CC=C1)=O (benzaldehyde). Reactants: C(=O)C1=C(C(=CN1)C(=O)O)C (5-Formyl-4-methyl-1H-pyrrole-3-carboxylic acid), C[C@@H]1N[C@@H](CNC1)C (cis-2,6-dimethylpiperazine). Yields the product C[C@@H]1CN(C[C@@H](N1)C)C(=O)C=1C(=C(NC1)C=O)C (4-[(cis)-3,5-dimethyl-piperazine-1-carbonyl]-3-methyl-1H-pyrrole-2-carbaldehyde). Isolated yield 87.7%. RXN SMILES: [CH:1]([C:3]1[NH:7][CH:6]=[C:5]([C:8]([OH:10])=O)[C:4]=1[CH3:11])=[O:2].[CH3:12][C@H:13]1[CH2:18][NH:17][CH2:16][C@@H:15]([CH3:19])[NH:14]1>>[CH3:12][C@H:13]1[NH:14][C@@H:15]([CH3:19])[CH2:16][N:17]([C:8]([C:5]2[C:4]([CH3:11])=[C:3]([CH:1]=[O:2])[NH:7][CH:6]=2)=[O:10])[CH2:18]1. Procedure: 5-Formyl-4-methyl-1H-pyrrole-3-carboxylic acid (1.00 g, 6.54 mmol) reacted with cis-2,6-dimethylpiperazine (822 mg, 7.19 mmol) to give 4-[(cis)-3,5-dimethyl-piperazine-1-carbonyl]-3-methyl-1H-pyrrole-2-carbaldehyde (1.43 g, 88%). The reactants are CCCOc1cc(C(F)(F)F)ccc1C(=O)O, C1CCOC1, CNOC. The product is CCCOc1cc(C(F)(F)F)ccc1C(=O)N(C)OC. RXN SMILES: [CH2:1]([CH2:2][CH3:3])[O:4][c:5]1[c:6]([C:7](=[O:8])[OH:9])[cH:10][cH:11][c:12]([C:14]([F:15])([F:16])[F:17])[cH:13]1.[CH2:22]1[O:23][CH2:24][CH2:25][CH2:26]1.[CH3:18][NH:19][O:20][CH3:21]>>[CH2:1]([CH2:2][CH3:3])[O:4][c:5]1[c:6]([C:7](=[O:9])[N:19]([CH3:18])[O:20][CH3:21])[cH:10][cH:11][c:12]([C:14]([F:15])([F:16])[F:17])[cH:13]1. Reactants: COC(=O)c1ccc(Br)s1, COCCOC, ClCCl, [Na+], [Na+], O=C([O-])[O-], OB(O)c1ccc(F)cc1, c1ccc(P(c2ccccc2)(c2ccccc2)[Pd](P(c2ccccc2)(c2ccccc2)c2ccccc2)(P(c2ccccc2)(c2ccccc2)c2ccccc2)P(c2ccccc2)(c2ccccc2)c2ccccc2)cc1. The product is COC(=O)c1ccc(-c2ccc(F)cc2)s1. As a reaction SMILES: [Br:1][c:2]1[s:3][c:4]([C:7](=[O:8])[O:9][CH3:10])[cH:5][cH:6]1.[CH3:27][O:28][CH2:29][CH2:30][O:31][CH3:32].[Cl:33][CH2:34][Cl:35].[Na+:21].[Na+:22].[O-:23][C:24](=[O:25])[O-:26].[OH:11][B:12]([OH:13])[c:14]1[cH:15][cH:16][c:17]([F:18])[cH:19][cH:20]1.[cH:36]1[cH:37][cH:38][c:39]([P:40]([Pd:41]([P:42]([c:43]2[cH:44][cH:45][cH:46][cH:47][cH:48]2)([c:49]2[cH:50][cH:51][cH:52][cH:53][cH:54]2)[c:55]2[cH:56][cH:57][cH:58][cH:59][cH:60]2)([P:61]([c:62]2[cH:63][cH:64][cH:65][cH:66][cH:67]2)([c:68]2[cH:69][cH:70][cH:71][cH:72][cH:73]2)[c:74]2[cH:75][cH:76][cH:77][cH:78][cH:79]2)[P:80]([c:81]2[cH:82][cH:83][cH:84][cH:85][cH:86]2)([c:87]2[cH:88][cH:89][cH:90][cH:91][cH:92]2)[c:93]2[cH:94][cH:95][cH:96][cH:97][cH:98]2)([c:99]2[cH:100][cH:101][cH:102][cH:103][cH:104]2)[c:105]2[cH:106][cH:107][cH:108][cH:109][cH:110]2)[cH:111][cH:112]1>>[c:2]1(-[c:14]2[cH:15][cH:16][c:17]([F:18])[cH:19][cH:20]2)[s:3][c:4]([C:7](=[O:8])[O:9][CH3:10])[cH:5][cH:6]1.